This data is from the Open Reaction Database (ORD), a public repository of structured organic reaction records. The task is: describe an organic reaction: reactants, conditions, products, and yield Starting materials: CC1=CC(=CC(=N1)OS(=O)(=O)C(F)(F)F)C1=CC=C(C=C1)C(F)(F)F (trifluoro-methanesulfonic acid 6-methyl-4-(4-trifluoromethyl-phenyl)-pyridin-2-yl ester), BrC=1C=C(C=CC1)B(O)O (3-bromo-benzene-boronic acid). The product is BrC=1C=C(C=CC1)C1=NC(=CC(=C1)C1=CC=C(C=C1)C(F)(F)F)C (2-(3-Bromo-phenyl)-6-methyl-4-(4-trifluoromethyl-phenyl)-pyridine), solid. The yield is 98.0%. RXN SMILES: [CH3:1][C:2]1[N:7]=[C:6](OS(C(F)(F)F)(=O)=O)[CH:5]=[C:4]([C:16]2[CH:21]=[CH:20][C:19]([C:22]([F:25])([F:24])[F:23])=[CH:18][CH:17]=2)[CH:3]=1.[Br:26][C:27]1[CH:28]=[C:29](B(O)O)[CH:30]=[CH:31][CH:32]=1>>[Br:26][C:27]1[CH:28]=[C:29]([C:6]2[CH:5]=[C:4]([C:16]3[CH:17]=[CH:18][C:19]([C:22]([F:23])([F:25])[F:24])=[CH:20][CH:21]=3)[CH:3]=[C:2]([CH3:1])[N:7]=2)[CH:30]=[CH:31][CH:32]=1. Procedure: The title compound was prepared from trifluoro-methanesulfonic acid 6-methyl-4-(4-trifluoromethyl-phenyl)-pyridin-2-yl ester (example A.32) (1.0 g, 2.6 mmol) and commercially available 3-bromo-benzene-boronic acid (0.573 g, 2.85 mmol) according to the general procedure IVb. Obtained as an off-white solid (1.00 g, 98%). MS (ISP) 392.0 [(M+H)+] and 394.0 [(M+2+H)+]. The yield is 20.1%. Reaction conditions: time 1 hour. The reactants are C1=C(C=CC2=CC=CC=C12)C(=O)NC1=CC=C(CC2=C(N(C3=CC=CC=C23)CC(=O)OCC)C)C=C1 (ethyl 2-[3-[4-(2-naphthamido)benzyl]-2-methyl-1H-indol-1-yl]acetate), O.[OH-].[Li+] (lithium hydroxide monohydrate), O1CCCC1 (tetrahydrofuran), CO (methanol). As a reaction SMILES: [CH:1]1[C:10]2[C:5](=[CH:6][CH:7]=[CH:8][CH:9]=2)[CH:4]=[CH:3][C:2]=1[C:11]([NH:13][C:14]1[CH:36]=[CH:35][C:17]([CH2:18][C:19]2[C:27]3[C:22](=[CH:23][CH:24]=[CH:25][CH:26]=3)[N:21]([CH2:28][C:29]([O:31]CC)=[O:30])[C:20]=2[CH3:34])=[CH:16][CH:15]=1)=[O:12].O.[OH-].[Li+].O1CCCC1.CO>O>[CH:1]1[C:10]2[C:5](=[CH:6][CH:7]=[CH:8][CH:9]=2)[CH:4]=[CH:3][C:2]=1[C:11]([NH:13][C:14]1[CH:15]=[CH:16][C:17]([CH2:18][C:19]2[C:27]3[C:22](=[CH:23][CH:24]=[CH:25][CH:26]=3)[N:21]([CH2:28][C:29]([OH:31])=[O:30])[C:20]=2[CH3:34])=[CH:35][CH:36]=1)=[O:12] |f:1.2.3|. Run in O (water). Reported procedure: Into a dry reaction vessel, ethyl 2-[3-[4-(2-naphthamido)benzyl]-2-methyl-1H-indol-1-yl]acetate (530 mg, 1.11 mmol), lithium hydroxide monohydrate (140 mg, 3.34 mmol), 5 mL tetrahydrofuran, 5 mL methanol, 10 mL water were added successively, and stirred at room temperature for 1 h. The reaction was monitored to be complete by TLC. The solvent was rotate evaporated. It was adjusted to pH=3-4 with 2 N HCl solution. A solid precipitated, and was washed with ethyl acetate, dichloromethane, acetonitr... Product: C1=C(C=CC2=CC=CC=C12)C(=O)NC1=CC=C(CC2=C(N(C3=CC=CC=C23)CC(=O)O)C)C=C1 (2-[3-[4-(2-naphthamido)benzyl]-2-methyl-1H-indol-1-yl]acetic acid). The reactants are C1=CC=C(C=C1)P(C2=CC=CC=C2)C3=CC=CC=C3 (PPh3), C(C)C(CC)C=1C=2N(N=C(C1)C)C=C(N2)C(F)(F)F (8-(1-ethyl-propyl)-6-methyl-2-trifluoromethyl-imidazo[1,2-b]pyridazine), BrC1=C(C2=C(S1)C=CC(=C2)F)C (2-bromo-5-fluoro-3-methyl-benzo[b]thiophene), C(=O)([O-])[O-].[Cs+].[Cs+] (Cs2CO3). The reagents and catalysts are C=1C=CC(=CC1)/C=C/C(=O)/C=C/C2=CC=CC=C2.C=1C=CC(=CC1)/C=C/C(=O)/C=C/C2=CC=CC=C2.C=1C=CC(=CC1)/C=C/C(=O)/C=C/C2=CC=CC=C2.[Pd].[Pd] (Pd2(dba)3). The solvent is CN1CCCC1=O (NMP), O (H2O). Run at temperature 130 celsius, time 8 hour. Yields the product C(C)C(CC)C=1C=2N(N=C(C1)C)C(=C(N2)C(F)(F)F)C2=C(C1=C(S2)C=CC(=C1)F)C (8-(1-Ethyl-propyl)-3-(5-fluoro-3-methyl-benzo[b]thiophen-2-yl)-6-methyl-2-trifluoromethyl-imidazo[1,2-b]pyridazine). The yield is 9.9%. Reaction SMILES: [CH2:1]([CH:3]([C:6]1[C:7]2[N:8]([CH:13]=[C:14]([C:16]([F:19])([F:18])[F:17])[N:15]=2)[N:9]=[C:10]([CH3:12])[CH:11]=1)[CH2:4][CH3:5])[CH3:2].Br[C:21]1[S:25][C:24]2[CH:26]=[CH:27][C:28]([F:30])=[CH:29][C:23]=2[C:22]=1[CH3:31].C([O-])([O-])=O.[Cs+].[Cs+].C1C=CC(P(C2C=CC=CC=2)C2C=CC=CC=2)=CC=1>CN1C(=O)CCC1.O.C1C=CC(/C=C/C(/C=C/C2C=CC=CC=2)=O)=CC=1.C1C=CC(/C=C/C(/C=C/C2C=CC=CC=2)=O)=CC=1.C1C=CC(/C=C/C(/C=C/C2C=CC=CC=2)=O)=CC=1.[Pd].[Pd]>[CH2:1]([CH:3]([C:6]1[C:7]2[N:8]([C:13]([C:21]3[S:25][C:24]4[CH:26]=[CH:27][C:28]([F:30])=[CH:29][C:23]=4[C:22]=3[CH3:31])=[C:14]([C:16]([F:18])([F:19])[F:17])[N:15]=2)[N:9]=[C:10]([CH3:12])[CH:11]=1)[CH2:4][CH3:5])[CH3:2] |f:2.3.4,8.9.10.11.12|. Reported procedure: To a dry 10 ml round bottom flask with reflux condenser containing 8-(1-ethyl-propyl)-6-methyl-2-trifluoromethyl-imidazo[1,2-b]pyridazine (150 mg, 0.690 mmol), 2-bromo-5-fluoro-3-methyl-benzo[b]thiophene (186.1 mg, 0.759 mmol), and Cs2CO3 (472 mg, 1.45 mmol) in NMP (1.1 ml). The mixture is degassed with bubbling N2 for 15 min. Then add Pd2(dba)3 (32 mg, 0.0345 mmol) and PPh3 (36.2 mg, 0.138 mmol). Heat the reaction mixture at 130° C. and stir overnight. Dilute with H2O; extract with EtOAc (3×20 ... Starting materials: NC[C@@H]1[C@H]([C@@H]([C@H](C(O)O1)O)O)O (6-amino-6-deoxy-D-glucopyranose), C(O)(O)=O (carbonic acid), ClCCN(C(OC1=C(C=CC=C1)[N+](=O)[O-])=O)N=O (o-nitrophenyl N-(2-chloroethyl)N-nitrosocarbamate), C(=O)=O (dry-ice), OC1[C@H](O)[C@@H](O)[C@H](O)[C@H](O1)CO (glucopyranose), resultant mixture. The solvent is C(C)O (ethanol), CS(=O)C (dimethyl sulfoxide), O1CCCC1 (tetrahydrofuran), C1(=CC=CC=C1)C (toluene), C(C)OCC (ethyl ether). Conditions: time 30 minute. Yields the product OC1[C@H](O)[C@@H](O)[C@H](O)[C@H](O1)C(O)NC(N(N=O)CCCl)=O (3-(D-glucopyranos-6-yl)-1-(2-chloroethyl)-1-nitrosourea). Isolated yield 81.9%. As a reaction SMILES: [NH2:1][CH2:2][C@H:3]1[O:9][CH:7]([OH:8])[C@H:6]([OH:10])[C@@H:5]([OH:11])[C@@H:4]1[OH:12].C(=O)=[O:14].OC1O[C@H](CO)[C@@H](O)[C@H](O)[C@H]1O.C(=O)(O)O.[Cl:32][CH2:33][CH2:34][N:35]([N:48]=[O:49])[C:36](=O)[O:37]C1C=CC=CC=1[N+]([O-])=O>C(O)C.CS(C)=O.O1CCCC1.C1(C)C=CC=CC=1.C(OCC)C>[OH:8][CH:7]1[O:9][C@H:3]([CH:2]([NH:1][C:36](=[O:37])[N:35]([CH2:34][CH2:33][Cl:32])[N:48]=[O:49])[OH:14])[C@@H:4]([OH:12])[C@H:5]([OH:11])[C@H:6]1[OH:10]. Procedure details: 1.79 g (10 mmol) of 6-amino-6-deoxy-D-glucopyranose is dissolved in a mixture of 20 ml anhydrous ethanol and 20 ml dimethyl sulfoxide, and the solution is cooled to 0°-5° C. To this solution is added 3.3 g (75 mmol) of dry-ice little by little so as to convert the glucopyranose into its carbonic acid-addition salt. This acid-addition salt solution is then added dropwise to a solution prepared by dissolving 3.28 g (12 mmol) of o-nitrophenyl N-(2-chloroethyl)N-nitrosocarbamate in a mixture of 40 m... Starting materials: C1(=CC=CC=C1)CCOCC1OC1 (2-phenylethoxymethyloxirane), [N-]=[N+]=[N-].[Na+] (sodium azide), C(=O)OC (methyl formate), CO (methanol). Run in O (water). Product: C1(=CC=CC=C1)CCOCC(CN=[N+]=[N-])O (3-(2-phenylethoxy)-2-hydroxypropylazide). Yield: 98.3%. RXN SMILES: [C:1]1([CH2:7][CH2:8][O:9][CH2:10][CH:11]2[CH2:13][O:12]2)[CH:6]=[CH:5][CH:4]=[CH:3][CH:2]=1.[N-:14]=[N+:15]=[N-:16].[Na+].C(OC)=O.CO>O>[C:1]1([CH2:7][CH2:8][O:9][CH2:10][CH:11]([OH:12])[CH2:13][N:14]=[N+:15]=[N-:16])[CH:6]=[CH:5][CH:4]=[CH:3][CH:2]=1 |f:1.2|. Reported procedure: A procedure similar to that described in Preparation 12 was repeated, except that 4.50 g of 2-phenylethoxymethyloxirane (prepared as described in Preparation 55), 8.20 g of sodium azide, 45 ml of methyl formate and 180 ml of an 8:1 by volume mixture of methanol and water were used, to give 5.49 g of the title compound as a colorless oil having an Rf value of 0.70 (on silica gel thin layer chromatography, using a 2:1 by volume mixture of hexane and ethyl acetate as the developing solvent). Reactants: CC(C#N)(CN1C(C2(C3=CC(=CC=C13)S(=O)(=O)N1CCCC1)OCCCO2)=O)C (2,2-dimethyl-3-[2′-oxo-5′-(pyrrolidin-1-ylsulfonyl)spiro[1,3-dioxane-2,3′-indol]-1′(2′H)-yl]propanenitrile), N (NH3), C1CCOC1 (THF), [H][H] (hydrogen). Reagents/catalysts: [Ni] (Raney Nickel). The solvent is CCO (EtOH). Reaction conditions: temperature 135 celsius. The product is CC1(CN=C2N(C=3C=CC(=CC3C23OCCCO3)S(=O)(=O)N3CCCC3)C1)C (3′,3′-Dimethyl-8′-(pyrrolidin-1-ylsulfonyl)-3′,4′-dihydro-2′H-spiro[1,3-dioxane-2,10′-pyrimido[1,2-a]indole]). Isolated yield 45.1%. RXN SMILES: [CH3:1][C:2]([CH3:29])([CH2:5][N:6]1[C:14]2[C:9](=[CH:10][C:11]([S:15]([N:18]3[CH2:22][CH2:21][CH2:20][CH2:19]3)(=[O:17])=[O:16])=[CH:12][CH:13]=2)[C:8]2([O:27][CH2:26][CH2:25][CH2:24][O:23]2)[C:7]1=O)[C:3]#[N:4].N.C1COCC1.[H][H]>[Ni].CCO>[CH3:1][C:2]1([CH3:29])[CH2:5][N:6]2[C:14]3[CH:13]=[CH:12][C:11]([S:15]([N:18]4[CH2:19][CH2:20][CH2:21][CH2:22]4)(=[O:16])=[O:17])=[CH:10][C:9]=3[C:8]3([O:27][CH2:26][CH2:25][CH2:24][O:23]3)[C:7]2=[N:4][CH2:3]1. Procedure details: A mixture of 2,2-dimethyl-3-[2′-oxo-5′-(pyrrolidin-1-ylsulfonyl)spiro[1,3-dioxane-2,3′-indol]-1′(2′H)-yl]propanenitrile (0.69 g, 1.64 mmol) and wet Raney Nickel (0.70 g) in 2M EtOH.NH3 (50 mL) and THF (20 mL) was hydrogenated in a Parr hydrogenation bottle (500 mL) at 541 b/in2 hydrogen for 67 hr. The Raney Nickel was removed by filtration through Sulka Floc and the filtrate was poured into a steel pressure vessel, diluted with 2M EtOH.NH3 (50 mL) and THF (20 mL) and heated at 135° C. for 22 hr....